From a dataset of the Open Reaction Database (ORD), a public repository of structured organic reaction records. describe an organic reaction: reactants, conditions, products, and yield The reactants are C(C)(=O)OC1=CC(=CC=2OC3=C(CCC21)C=CC=C3)OC(C)=O (10,11-dihydrodibenz[b,f]oxepin-1,3-diol diacetate), [Cl-].[Al+3].[Cl-].[Cl-] (aluminum chloride), [OH-].[Na+] (sodium hydroxide), C(CC)(=O)Cl (propionyl chloride), hydrochloric acid ice water. The solvent is C(Cl)Cl (methylene chloride), C(Cl)Cl (methylene chloride), CO (methanol). Run at time 1 hour. The product is skin-colored needles, C(CC)(=O)C=1C=CC2=C(CCC3=C(O2)C=C(C=C3O)O)C1 (8-Propionyl-10,11-dihydrodibenz[b,f]oxepin-1,3-diol). The yield is 70.0%. As a reaction SMILES: [Cl-].[Al+3].[Cl-].[Cl-].[C:5](Cl)(=[O:8])[CH2:6][CH3:7].C([O:13][C:14]1[C:24]2[CH2:23][CH2:22][C:21]3[CH:25]=[CH:26][CH:27]=[CH:28][C:20]=3[O:19][C:18]=2[CH:17]=[C:16]([O:29]C(=O)C)[CH:15]=1)(=O)C.[OH-].[Na+]>C(Cl)Cl.CO>[C:5]([C:26]1[CH:27]=[CH:28][C:20]2[O:19][C:18]3[CH:17]=[C:16]([OH:29])[CH:15]=[C:14]([OH:13])[C:24]=3[CH2:23][CH2:22][C:21]=2[CH:25]=1)(=[O:8])[CH2:6][CH3:7] |f:0.1.2.3,6.7|. Procedure details: To a suspension of aluminum chloride (1 g, 7.5 mmol) in anhydrous methylene chloride (3 mL) was added propionyl chloride (668 μL, 7.7 mmol) and stirred at room temperature for one hour. This solution was added dropwise to a solution of 10,11-dihydrodibenz[b,f]oxepin-1,3-diol diacetate (62) (300 mg, 0.96 mmol) in methylene chloride (5 mL) at 0° C. and stirred at room temperature for one hour. To the reaction solution was added dropwise methanol (10 mL) at 0° C. and a 20% sodium hydroxide aqueous ... Reactants: FC1=CC=C(C=C1)C1=CC=C2CC(NC2=C1)=O (6-(4-Fluorophenyl)-1,3-dihydroindol-2-one), C(=O)C=1NC(=CC1CCC(=O)O)C (3-(2-formyl-5-methyl-1H-pyrrol-3-yl)-propionic acid). Yields the product FC1=CC=C(C=C1)C1=CC=C2C(C(NC2=C1)=O)=CC=1NC(=CC1CCC(=O)O)C (3-{2-[6-(4-Fluorophenyl)-2-oxo-1,2-dihydroindol-3-ylidenemethyl]-5-methyl-1H-pyrrol-3-yl}propionic acid). RXN SMILES: [F:1][C:2]1[CH:7]=[CH:6][C:5]([C:8]2[CH:16]=[C:15]3[C:11]([CH2:12][C:13](=[O:17])[NH:14]3)=[CH:10][CH:9]=2)=[CH:4][CH:3]=1.[CH:18]([C:20]1[NH:21][C:22]([CH3:30])=[CH:23][C:24]=1[CH2:25][CH2:26][C:27]([OH:29])=[O:28])=O>>[F:1][C:2]1[CH:3]=[CH:4][C:5]([C:8]2[CH:16]=[C:15]3[C:11]([C:12](=[CH:18][C:20]4[NH:21][C:22]([CH3:30])=[CH:23][C:24]=4[CH2:25][CH2:26][C:27]([OH:29])=[O:28])[C:13](=[O:17])[NH:14]3)=[CH:10][CH:9]=2)=[CH:6][CH:7]=1. Reported procedure: 6-(4-Fluorophenyl)-1,3-dihydroindol-2-one (70 mg, 0.31 mmol) was condensed with 3-(2-formyl-5-methyl-1H-pyrrol-3-yl)-propionic acid (56 mg) to give the title compound.